This data is from the Open Reaction Database (ORD), a public repository of structured organic reaction records. The task is: describe an organic reaction: reactants, conditions, products, and yield The reactants are O=C(NC1Cc2nc(-c3ccccc3)ccc2N(Cc2ccccc2)C1=O)OCc1ccccc1, C1CCOC1, CO, [Pd]. The product is NC1Cc2nc(-c3ccccc3)ccc2N(Cc2ccccc2)C1=O. Reaction SMILES: [CH2:1]([c:2]1[cH:3][cH:4][cH:5][cH:6][cH:7]1)[N:8]1[C:9](=[O:35])[CH:10]([NH:24][C:25](=[O:26])[O:27][CH2:28][c:29]2[cH:30][cH:31][cH:32][cH:33][cH:34]2)[CH2:11][c:12]2[n:13][c:14](-[c:18]3[cH:19][cH:20][cH:21][cH:22][cH:23]3)[cH:15][cH:16][c:17]21.[CH2:36]1[O:37][CH2:38][CH2:39][CH2:40]1.[CH3:41][OH:42].[Pd:43]>>[CH2:1]([c:2]1[cH:3][cH:4][cH:5][cH:6][cH:7]1)[N:8]1[C:9](=[O:35])[CH:10]([NH2:24])[CH2:11][c:12]2[n:13][c:14](-[c:18]3[cH:19][cH:20][cH:21][cH:22][cH:23]3)[cH:15][cH:16][c:17]21. Reactants: C([O-])([O-])=O.[K+].[K+] (potassium carbonate), C1(=CC=CC=C1)O (phenol), BrCC(=O)C1=CC=C(C=C1)Cl (2-bromo-4'-chloroacetophenone). Solvent: C(C)C(=O)C (methyl ethyl ketone). Yields the product O(C1=CC=CC=C1)CC(=O)C1=CC=C(C=C1)Cl (2-phenoxy-4'-chloroacetophenone). Isolated yield 50.4%. Reaction SMILES: C(=O)([O-])[O-].[K+].[K+].[C:7]1([OH:13])[CH:12]=[CH:11][CH:10]=[CH:9][CH:8]=1.Br[CH2:15][C:16]([C:18]1[CH:23]=[CH:22][C:21]([Cl:24])=[CH:20][CH:19]=1)=[O:17]>C(C(C)=O)C>[O:13]([CH2:15][C:16]([C:18]1[CH:23]=[CH:22][C:21]([Cl:24])=[CH:20][CH:19]=1)=[O:17])[C:7]1[CH:12]=[CH:11][CH:10]=[CH:9][CH:8]=1 |f:0.1.2|. Procedure: To 28.4 g (213 mmole) of anhydrous potassium carbonate suspended in 100 ml of methyl ethyl ketone was added 20 g (213 mmole) of phenol and 47 g (201 mmole) of 2-bromo-4'-chloroacetophenone. The reaction mixture was refluxed for 2.5 hours, cooled, concentrated in vacuo, partitioned between diethyl ether and water, washed with dilute aqueous sodium hydroxide, washed with brine, dried over anhydrous magnesium sulfate, filtered, and concentrated in vacuo to yield 25 g of 2-phenoxy-4'-chloroacetophen... Reaction SMILES: [CH3:1][O:2][C:3]([CH2:4][CH:5]1[CH2:6][N:7]([C:10](=[O:11])[O:12][C:13]([CH3:14])([CH3:15])[CH3:16])[CH2:8][CH2:9]1)=[O:17].[CH3:20][OH:21].[Na+:19].[OH-:18]>>[O:2]=[C:3]([CH2:4][CH:5]1[CH2:6][N:7]([C:10](=[O:11])[O:12][C:13]([CH3:14])([CH3:15])[CH3:16])[CH2:8][CH2:9]1)[OH:17]. Starting materials: COC(=O)CC1CCN(C(=O)OC(C)(C)C)C1, CO, [Na+], [OH-]. Yields the product CC(C)(C)OC(=O)N1CCC(CC(=O)O)C1. The reactants are BrC1=C(C(=C(C=C1)O)CCC)COC1OCCCC1 (4-bromo-2-propyl-3-[(tetrahydro-2H-pyran-2-yloxy)methyl]phenol), [H-].[Na+] (sodium hydride), COCCl (chloromethyl methyl ether), O (water). Run in CN(C=O)C (N,N-dimethylformamide). Run at time 2 hour. The product is BrC1=CC=C(C(=C1COC1OCCCC1)CCC)OCOC (2-(6-bromo-3-(methoxymethoxy)-2-propylbenzyloxy)tetrahydro-2H-pyrane). Yield: 82.6%. As a reaction SMILES: [Br:1][C:2]1[CH:7]=[CH:6][C:5]([OH:8])=[C:4]([CH2:9][CH2:10][CH3:11])[C:3]=1[CH2:12][O:13][CH:14]1[CH2:19][CH2:18][CH2:17][CH2:16][O:15]1.[H-].[Na+].[CH3:22][O:23][CH2:24]Cl.O>CN(C)C=O>[Br:1][C:2]1[C:3]([CH2:12][O:13][CH:14]2[CH2:19][CH2:18][CH2:17][CH2:16][O:15]2)=[C:4]([CH2:9][CH2:10][CH3:11])[C:5]([O:8][CH2:22][O:23][CH3:24])=[CH:6][CH:7]=1 |f:1.2|. Reported procedure: To a solution of 4-bromo-2-propyl-3-[(tetrahydro-2H-pyran-2-yloxy)methyl]phenol (972 mg, 2.95 mmol) in N,N-dimethylformamide (5 mL), sodium hydride (55% in oil, 257 mg, 5.90 mmol) and chloromethyl methyl ether (475 mg, 5.90 mmol) were added at 0° C. The mixture was stirred at room temperature for 2 hours. The reaction solution was added with water and extracted with ethyl acetate. Subsequently, the organic layer was washed with saturated saline, dried using anhydrous sodium sulfate, and concentr... The reactants are Br, O=C([O-])O, CC1=NN(c2ccc3c(c2)CCC3)C(=O)C1, Cl, O=N[O-], [Na+], [Na+], Cc1sc(-c2cccc(N)c2O)nc1C(=O)O. Yields the product CC1=NN(c2ccc3c(c2)CCC3)C(=O)C1=NNc1cccc(-c2nc(C(=O)O)c(C)s2)c1O. RXN SMILES: [BrH:1].[C:39](=[O:40])([OH:41])[O-:42].[CH2:23]1[CH2:24][CH2:25][c:26]2[cH:27][c:28]([N:32]3[N:33]=[C:34]([CH3:38])[CH2:35][C:36]3=[O:37])[cH:29][cH:30][c:31]21.[ClH:44].[N:19]([O-:20])=[O:21].[Na+:22].[Na+:43].[OH:2][c:3]1[c:4](-[c:10]2[s:11][c:12]([CH3:18])[c:13]([C:15](=[O:16])[OH:17])[n:14]2)[cH:5][cH:6][cH:7][c:8]1[NH2:9]>>[OH:2][c:3]1[c:4](-[c:10]2[s:11][c:12]([CH3:18])[c:13]([C:15](=[O:16])[OH:17])[n:14]2)[cH:5][cH:6][cH:7][c:8]1[NH:9][N:19]=[C:35]1[C:34]([CH3:38])=[N:33][N:32]([c:28]2[cH:27][c:26]3[c:31]([cH:30][cH:29]2)[CH2:23][CH2:24][CH2:25]3)[C:36]1=[O:37]. Procedure: To a mixture of Compound 2 (355.8 mg, 2.353 mmol) and K2CO3 (565 mg, 4.09 mmol) in anhydrous CHCl3 (12 mL) at 0° C. was dropwise added Benzyl-2-bromoacetate (540 mg, 2.36 mmol) over 0.5 h. The reaction mixture was gradually warmed to room temperature and stirred for 36 h. The resulting reaction mixture was filtered while washing with CH2Cl2, and the filtrate was concentrated to give Compound 3. 1H NMR (CDCl3) δ 2.7 (t, 2H), 3.3 (s, 2H), 3.6 (s, 2H) 4.4 (t, 2H), 7.2-7.4 (m, 5H); 13C NMR (CDCl3) δ... As a reaction SMILES: [CH2:1]([NH:8][CH2:9][CH2:10][OH:11])[C:2]1[CH:7]=[CH:6][CH:5]=[CH:4][CH:3]=1.C([O-])([O-])=[O:13].[K+].[K+].[CH2:18](OC(=O)CBr)[C:19]1C=CC=CC=1>C(Cl)(Cl)Cl>[CH2:1]([N:8]1[CH2:19][CH2:18][O:11][C:10](=[O:13])[CH2:9]1)[C:2]1[CH:7]=[CH:6][CH:5]=[CH:4][CH:3]=1 |f:1.2.3|. The solvent is C(Cl)(Cl)Cl (CHCl3). Product: C(C1=CC=CC=C1)N1CC(OCC1)=O (4-benzyl-morpholin-2-one). The reactants are C(C1=CC=CC=C1)NCCO (2-(Benzylamino)ethanol), C(=O)([O-])[O-].[K+].[K+] (K2CO3), C(C1=CC=CC=C1)OC(CBr)=O (Benzyl-2-bromoacetate). Conditions: time 36 hour. Starting materials: C(=S)=S (carbon disulphide), C(CCC)[Li] (n-butyllithium), solution, C[Si](N[Si](C)(C)C)(C)C (hexamethyldisilazane), C(C)(=O)OC(C)=O (acetic anhydride), 4-nitrobenzyl 2-(4(R)-allylthio-3(S)-[1'(R)-{dimethyl-{2-methylprop-2-yl}silyloxy}ethyl]azetidin-2-on-1-yl) acetate. Solvent: CCCCCC (hexane), O1CCCC1 (tetrahydrofuran), O (water), ClCCl (dichloromethane), O1CCCC1 (tetrahydrofuran). Run at temperature -78 celsius, time 5 minute. Product: C[Si]([N-][Si](C)(C)C)(C)C.[Li+] (lithium hexamethyldisilazide), orange oil. Reaction SMILES: C([Li:5])CCC.[CH3:6][Si:7]([CH3:14])([CH3:13])[NH:8][Si:9]([CH3:12])([CH3:11])[CH3:10].C(=S)=S.C(OC(=O)C)(=O)C>CCCCCC.O1CCCC1.O.ClCCl>[CH3:6][Si:7]([CH3:14])([CH3:13])[N-:8][Si:9]([CH3:12])([CH3:11])[CH3:10].[Li+:5] |f:8.9|. Procedure details: A solution of lithium hexamethyldisilazide was prepared by the addition of n-butyllithium in hexane (2.79 ml of a 1.6M solution) to 0.982 ml of hexamethyldisilazane in 8 ml of dry tetrahydrofuran at -10° C., while stirring under argon. The solution was cooled to -78° C. and added by cannula to a solution of 0.98 g of 4-nitrobenzyl 2-(4(R)-allylthio-3(S)-[1'(R)-{dimethyl-{2-methylprop-2-yl}silyloxy}ethyl]azetidin-2-on-1-yl) acetate in 8 ml of dry tetrahydrofuran at -78° C., with stirring under ar... Reactants: C(C)(=O)C1=CC(=C(N)C=C1F)Cl (4-acetyl-2-chloro-5-fluoroaniline), II (I2). The solvent is CC(=O)O (HOAc). Conditions: time 4 hour. Product: C(C)(=O)C1=CC(=C(N)C(=C1F)I)Cl (4-Acetyl-2-chloro-5-fluoro-6-iodoaniline). As a reaction SMILES: [C:1]([C:4]1[C:10]([F:11])=[CH:9][C:7]([NH2:8])=[C:6]([Cl:12])[CH:5]=1)(=[O:3])[CH3:2].[I:13]I>CC(O)=O>[C:1]([C:4]1[C:10]([F:11])=[C:9]([I:13])[C:7]([NH2:8])=[C:6]([Cl:12])[CH:5]=1)(=[O:3])[CH3:2]. Procedure: In 4.8 mL of HOAc, 0.5 g of 4-acetyl-2-chloro-5-fluoroaniline and 0.47 g of HgO are stirred under N2. At room temperature over 4 hours, 0.79 g of I2 is added and after stirring an additional hour, the mixture is filtered and the filter cake washed with 3 mL of AcOH To the filtrate and washed solution, 75 mL of H2O is added to precipitate the title compound, which is collected, washed with H2O and air dried to afford 0.83 g, m.p. 117°-119° C.